From a dataset of the Open Reaction Database (ORD), a public repository of structured organic reaction records. describe an organic reaction: reactants, conditions, products, and yield Reactants: [N+](=O)([O-])C=1C(=C(C=CC1)C)[N+](=O)[O-] (dinitrotoluene), aromatic compound, [N+](=O)(O)[O-] (nitric acid), S(O)(O)(=O)=O (sulfuric acid). Product: [N+](=O)([O-])C1=C(C=CC=C1)[N+](=O)[O-] (dinitrobenzene), [N+](=O)([O-])C=1C(=C(C=CC1)C)[N+](=O)[O-] (dinitrotoluene). As a reaction SMILES: [N+:1]([C:4]1[C:5]([N+:11]([O-:13])=[O:12])=[C:6]([CH3:10])[CH:7]=[CH:8][CH:9]=1)([O-:3])=[O:2].[N+]([O-])(O)=O.S(=O)(=O)(O)O>>[N+:1]([C:4]1[CH:9]=[CH:8][CH:7]=[CH:6][C:5]=1[N+:11]([O-:13])=[O:12])([O-:3])=[O:2].[N+:1]([C:4]1[C:5]([N+:11]([O-:13])=[O:12])=[C:6]([CH3:10])[CH:7]=[CH:8][CH:9]=1)([O-:3])=[O:2]. Procedure: In the manufacture of nitroaromatics, particularly dinitrotoluene, the aromatic compound is contacted under liquid phase conditions with the mixture of concentrated nitric acid and sulfuric acid. In the production of nitroaromatics and particularly dinitrated products either dinitrobenzene or dinitrotoluene, some by-product nitrophenolic material is produced. This nitrophenolic material usually is in the form of nitrocresols either dinitro or trinitrocresol and picric acid. It is this product wh...